Dataset: the Open Reaction Database (ORD), a public repository of structured organic reaction records. Task: describe an organic reaction: reactants, conditions, products, and yield The reactants are COCC#CC(=O)O, N#Cc1cnc2ccc(N)cc2c1Nc1cccc(Br)c1, C1CCOC1, c1ccncc1. Yields the product COCC#CC(=O)Nc1ccc2ncc(C#N)c(Nc3cccc(Br)c3)c2c1. As a reaction SMILES: [CH3:1][O:2][CH2:3][C:4]#[C:5][C:6](=[O:7])[OH:8].[NH2:9][c:10]1[cH:11][c:12]2[c:13]([NH:22][c:23]3[cH:24][c:25]([Br:29])[cH:26][cH:27][cH:28]3)[c:14]([C:20]#[N:21])[cH:15][n:16][c:17]2[cH:18][cH:19]1.[O:30]1[CH2:31][CH2:32][CH2:33][CH2:34]1.[cH:35]1[cH:36][cH:37][n:38][cH:39][cH:40]1>>[CH3:1][O:2][CH2:3][C:4]#[C:5][C:6](=[O:8])[NH:9][c:10]1[cH:11][c:12]2[c:13]([NH:22][c:23]3[cH:24][c:25]([Br:29])[cH:26][cH:27][cH:28]3)[c:14]([C:20]#[N:21])[cH:15][n:16][c:17]2[cH:18][cH:19]1. Starting materials: C(C1=CC=CC=C1)OC(CCNC(C1=CC(=CC=C1)NC([C@@H](NC(=O)OCC1=CC=CC=C1)CCCNC(N[N+](=O)[O-])=N)=O)=O)=O (N-[m-[[N2 -[(benzyloxy)carbonyl]-N5 -(N-nitroamidino)-L-ornithyl]amino]benzoyl]-β-alanine benzyl ester). Reagents/catalysts: [Pd] (Pd/C). Solvent: C(=O)O (formic acid). Product: C(=O)O.N[C@@H](CCCNC(N)=N)C(=O)NC=1C=C(C(=O)NCCC(=O)O)C=CC1 (N-[m-(L-arginylamino)benzoyl]-β-alanine formate). The yield is 187.0%. RXN SMILES: C([O:8][C:9](=[O:46])[CH2:10][CH2:11][NH:12][C:13](=[O:45])[C:14]1[CH:19]=[CH:18][CH:17]=[C:16]([NH:20][C:21](=[O:44])[C@H:22]([CH2:34][CH2:35][CH2:36][NH:37][C:38](=[NH:43])[NH:39][N+]([O-])=O)[NH:23]C(OCC2C=CC=CC=2)=O)[CH:15]=1)C1C=CC=CC=1>C(O)=O.[Pd]>[CH:9]([OH:46])=[O:8].[NH2:23][C@H:22]([C:21]([NH:20][C:16]1[CH:15]=[C:14]([CH:19]=[CH:18][CH:17]=1)[C:13]([NH:12][CH2:11][CH2:10][C:9]([OH:46])=[O:8])=[O:45])=[O:44])[CH2:34][CH2:35][CH2:36][NH:37][C:38](=[NH:39])[NH2:43] |f:3.4|. Procedure details: 900 mg of N-[m-[[N2 -[(benzyloxy)carbonyl]-N5 -(N-nitroamidino)-L-ornithyl]amino]benzoyl]-β-alanine benzyl ester and 300 mg of Pd/C (5%) are stirred in 20 ml of formic acid for 18 hours under hydrogen. The reaction mixture is filtered and the filtrate is evaporated in a vacuum. The residue is taken up in water and again evaporated in a vacuum. After drying there are obtained 545 mg of N-[m-(L-arginylamino)benzoyl]-β-alanine formate (2:3), [α]D20 =+39° (H2O, c=0.5%). Starting materials: Cl, O=C(O)C1CCOCC1, NC1CCC(CCN2CCC(c3cccc4c3OCO4)CC2)CC1. Product: O=C(NC1CCC(CCN2CCC(c3cccc4c3OCO4)CC2)CC1)C1CCOCC1. RXN SMILES: [ClH:1].[O:26]1[CH2:27][CH2:28][CH:29]([C:32](=[O:33])[OH:34])[CH2:30][CH2:31]1.[O:2]1[CH2:3][O:4][c:5]2[c:6]1[cH:7][cH:8][cH:9][c:10]2[CH:11]1[CH2:12][CH2:13][N:14]([CH2:17][CH2:18][CH:19]2[CH2:20][CH2:21][CH:22]([NH2:25])[CH2:23][CH2:24]2)[CH2:15][CH2:16]1>>[O:2]1[CH2:3][O:4][c:5]2[c:6]1[cH:7][cH:8][cH:9][c:10]2[CH:11]1[CH2:12][CH2:13][N:14]([CH2:17][CH2:18][CH:19]2[CH2:20][CH2:21][CH:22]([NH:25][C:32]([CH:29]3[CH2:28][CH2:27][O:26][CH2:31][CH2:30]3)=[O:33])[CH2:23][CH2:24]2)[CH2:15][CH2:16]1. Reactants: CSc1cccc(NCC=O)c1C, O=C(Cl)CCl, [Na+], [Na+], O=C([O-])[O-], O, c1ccccc1. Yields the product CSc1cccc(N(CC=O)C(=O)CCl)c1C. RXN SMILES: [CH3:1][c:2]1[c:3]([NH:4][CH2:5][CH:6]=[O:7])[cH:8][cH:9][cH:10][c:11]1[S:12][CH3:13].[Cl:26][CH2:27][C:28](=[O:29])[Cl:30].[Na+:14].[Na+:15].[O-:16][C:17](=[O:18])[O-:19].[OH2:31].[cH:20]1[cH:21][cH:22][cH:23][cH:24][cH:25]1>>[CH3:1][c:2]1[c:3]([N:4]([CH2:5][CH:6]=[O:7])[C:28]([CH2:27][Cl:26])=[O:29])[cH:8][cH:9][cH:10][c:11]1[S:12][CH3:13]. The reactants are CN, O=Cc1ccccc1, Cl, CN(C)C=O, O, O=C(O)CC(S)C(=O)O. The product is CN1C(=O)C(CC(=O)O)SC1c1ccccc1. As a reaction SMILES: [CH3:10][NH2:11].[CH:1](=[O:2])[c:3]1[cH:4][cH:5][cH:6][cH:7][cH:8]1.[ClH:9].[O:21]=[CH:22][N:23]([CH3:24])[CH3:25].[OH2:26].[SH:12][CH:13]([C:14](=[O:15])[OH:16])[CH2:17][C:18](=[O:19])[OH:20]>>[CH:1]1([c:3]2[cH:4][cH:5][cH:6][cH:7][cH:8]2)[N:11]([CH3:10])[C:14](=[O:15])[CH:13]([CH2:17][C:18](=[O:19])[OH:20])[S:12]1. The reactants are O[C@@H](C(=O)OC)[C@H](CC1=CC=CC=C1)O ((2R,3S)-methyl 2,3-dihydroxy-4-phenylbutanoate), CCC(CC)=O (3-pentanone), OS(=O)(=O)O (H2SO4). The solvent is CCOC(=O)C (EtOAc). Conditions: time 20 hour. Product: COC(=O)[C@@H]1OC(O[C@H]1CC1=CC=CC=C1)(CC)CC ((4R,5S)-methyl-5-benzyl-2,2-diethyl-1,3-dioxolane-4-carboxylate). Isolated yield 45.3%. As a reaction SMILES: [OH:1][C@H:2]([C@@H:7]([OH:15])[CH2:8][C:9]1[CH:14]=[CH:13][CH:12]=[CH:11][CH:10]=1)[C:3]([O:5][CH3:6])=[O:4].[CH3:16][CH2:17][C:18](=O)[CH2:19][CH3:20].OS(O)(=O)=O>CCOC(C)=O>[CH3:6][O:5][C:3]([C@H:2]1[C@H:7]([CH2:8][C:9]2[CH:14]=[CH:13][CH:12]=[CH:11][CH:10]=2)[O:15][C:18]([CH2:19][CH3:20])([CH2:17][CH3:16])[O:1]1)=[O:4]. Reported procedure: To a stirred solution of (2R,3S)-methyl 2,3-dihydroxy-4-phenylbutanoate (Preparation example 260, 2.0 g, 9.51 mmol) in 3-pentanone (5 mL, 47.55 mmol) was added a catalytic amount of H2SO4 (0.051 mL, 0.951 mmol) at room temperature. The mixture was stirred for 20 h. The resulting mixture was diluted with EtOAc, washed with water, dried over MgSO4, filtered, and concentrated under reduced pressure. The crude compound was purified by a silica gel column to produce the title compound (1.2 g, 50˜75%) Reactants: COC(=O)c1ccc(F)cc1Oc1cnc(NC(=O)OC(C)(C)C)c(F)c1, C1CNCCN1, CS(C)=O, ClCCl. The product is COC(=O)c1ccc(N2CCNCC2)cc1Oc1cnc(NC(=O)OC(C)(C)C)c(F)c1. RXN SMILES: [C:1]([CH3:2])([CH3:3])([CH3:4])[O:5][C:6](=[O:7])[NH:8][c:9]1[c:10]([F:27])[cH:11][c:12]([O:15][c:16]2[c:17]([C:18](=[O:19])[O:20][CH3:21])[cH:22][cH:23][c:24]([F:26])[cH:25]2)[cH:13][n:14]1.[CH2:28]1[CH2:29][NH:30][CH2:31][CH2:32][NH:33]1.[CH3:37][S:38]([CH3:39])=[O:40].[Cl:34][CH2:35][Cl:36]>>[C:1]([CH3:2])([CH3:3])([CH3:4])[O:5][C:6](=[O:7])[NH:8][c:9]1[c:10]([F:27])[cH:11][c:12]([O:15][c:16]2[c:17]([C:18](=[O:19])[O:20][CH3:21])[cH:22][cH:23][c:24]([N:30]3[CH2:29][CH2:28][NH:33][CH2:32][CH2:31]3)[cH:25]2)[cH:13][n:14]1.